From a dataset of the Open Reaction Database (ORD), a public repository of structured organic reaction records. describe an organic reaction: reactants, conditions, products, and yield Reactants: C(#N)[BH3-].[Na+] (sodium cyanoborohydride), N[C@@H]1[C@H](CCCC1)CC#N ([(1R,2S)-2-aminocyclohexyl]acetonitrile), O=C1CCN(CC1)C(=O)OC(C)(C)C (tert-butyl 4-oxopiperidine-1-carboxylate), [Na] (sodium). Reagents/catalysts: [Cl-].[Zn+2].[Cl-] (zinc chloride). Solvent: CO (MeOH), CO (MeOH). Conditions: time 15 minute. Product: C(#N)C[C@@H]1[C@H](CCCC1)NC1CCN(CC1)C(=O)OC(C)(C)C (tert-butyl 4-{[(1S,2R)-2-(cyanomethyl)cyclohexyl]amino}piperidine-1-carboxylate). Yield: 43.7%. As a reaction SMILES: [NH2:1][C@H:2]1[CH2:7][CH2:6][CH2:5][CH2:4][C@@H:3]1[CH2:8][C:9]#[N:10].[Na].O=[C:13]1[CH2:18][CH2:17][N:16]([C:19]([O:21][C:22]([CH3:25])([CH3:24])[CH3:23])=[O:20])[CH2:15][CH2:14]1.C([BH3-])#N.[Na+]>CO.[Cl-].[Zn+2].[Cl-]>[C:9]([CH2:8][C@H:3]1[CH2:4][CH2:5][CH2:6][CH2:7][C@@H:2]1[NH:1][CH:13]1[CH2:18][CH2:17][N:16]([C:19]([O:21][C:22]([CH3:25])([CH3:24])[CH3:23])=[O:20])[CH2:15][CH2:14]1)#[N:10] |f:3.4,6.7.8,^1:10|. Reported procedure: [(1R,2S)-2-aminocyclohexyl]acetonitrile (1.1 g) was dissolved in MeOH (10 mL) and sodium methoxyde (0.45 mL) was added. The mixture was stirred for 15 minutes then tert-butyl 4-oxopiperidine-1-carboxylate (0.85 g, 4.27 mmol) was added. A solution containing sodium cyanoborohydride (0.36 g, 5.22 mmol) and zinc chloride (0.35 g, 2.60 mmol) in MeOH (2 mL) was then added drop wise and the mixture stirred at room temperature. The solvent was then removed under reduced pressure and the residue was dil... Reactants: C(C1=CC=CC=C1)(=O)C1=CC2=C(C3=CC(=CC=C3N=C2C=C1)C(C1=CC=CC=C1)=O)C1=CC=CC=C1 (2,7-dibenzoyl-9-phenylacridine), B(=O)[O-].[Na+] (sodium boranate). Solvent: C(C)O (ethanol). Run at time 24 hour. Yields the product OC(C1=CC=CC=C1)C1=CC2=C(C3=CC(=CC=C3N=C2C=C1)C(C1=CC=CC=C1)O)C1=CC=CC=C1 (2,7-Bis(α-hydroxybenzyl)-9-phenylacridine). As a reaction SMILES: [C:1]([C:9]1[CH:22]=[CH:21][C:20]2[C:11](=[C:12]([C:31]3[CH:36]=[CH:35][CH:34]=[CH:33][CH:32]=3)[C:13]3[C:18]([N:19]=2)=[CH:17][CH:16]=[C:15]([C:23](=[O:30])[C:24]2[CH:29]=[CH:28][CH:27]=[CH:26][CH:25]=2)[CH:14]=3)[CH:10]=1)(=[O:8])[C:2]1[CH:7]=[CH:6][CH:5]=[CH:4][CH:3]=1.B([O-])=O.[Na+]>C(O)C>[OH:8][CH:1]([C:9]1[CH:22]=[CH:21][C:20]2[C:11](=[C:12]([C:31]3[CH:36]=[CH:35][CH:34]=[CH:33][CH:32]=3)[C:13]3[C:18]([N:19]=2)=[CH:17][CH:16]=[C:15]([CH:23]([OH:30])[C:24]2[CH:25]=[CH:26][CH:27]=[CH:28][CH:29]=2)[CH:14]=3)[CH:10]=1)[C:2]1[CH:3]=[CH:4][CH:5]=[CH:6][CH:7]=1 |f:1.2|. Procedure details: 1 pbw of 2,7-dibenzoyl-9-phenylacridine is suspended in 4 pbw of ethanol and reduced by adding 0.1 pbw of sodium boranate in portions at 20°-50° C. After 24 hours, the reaction product is precipitated with water, purified and dried (m.p. above 280° C.). Reactants: N1=CC(=CC=C1)C=O (pyridine-3-carboxaldehyde), SCCCO (3-mercaptopropan-1-ol), C1(=CC=C(C=C1)S(=O)(=O)O)C (para-toluenesulphonic acid), CNC(=S)C1(OCCCS1)C=1C=NC=CC1 (N-Methyl-2-(pyrid-3-yl)-1,3-oxathiane-2-carbothioamide). The solvent is ClCCCl (1,2-dichloroethane). Run at temperature 20 celsius. Yields the product N1=CC(=CC=C1)C1OCCCS1 (2-(Pyrid-3-yl)-1,3-oxathiane). Reaction SMILES: N1C=CC=C(C=O)C=1.SCCCO.C1(C)C=CC(S(O)(=O)=O)=CC=1.CNC([C:29]1([C:35]2[CH:36]=[N:37][CH:38]=[CH:39][CH:40]=2)[S:34][CH2:33][CH2:32][CH2:31][O:30]1)=S>ClCCCl>[N:37]1[CH:38]=[CH:39][CH:40]=[C:35]([CH:29]2[S:34][CH2:33][CH2:32][CH2:31][O:30]2)[CH:36]=1. Reported procedure: A solution of pyridine-3-carboxaldehyde (16 g), 3-mercaptopropan-1-ol (48 g) and para-toluenesulphonic acid (2.25 g) in 1,2-dichloroethane (1500 cc) is kept at the boil for 15 hours so that the water formed is removed by azeotropic distillation. After cooling to a temperature of about 20° C., the reaction mixture is washed three times with a 5 N aqueous solution of sodium hydroxide (750 cc in total) and then three times with distilled water (1500 cc in total). The organic phase is dried over anh... The reactants are Br.C(CC)N1CC(CCC1)C1=CC(=C(C=C1)O)O (N-propyl-3-(3',4'-dihydroxyphenyl)-piperidine hydrobromide), C(C)(=O)OC(C)=O (acetic acid anhydride), C(C)(=O)[O-].[Na+] (sodium acetate). Yields the product C(CC)N1CC(CCC1)C1=CC(=C(C=C1)OC(C)=O)OC(C)=O (N-propyl-3-(3',4'-diacetoxyphenyl)-piperidine). RXN SMILES: Br.[CH2:2]([N:5]1[CH2:10][CH2:9][CH2:8][CH:7]([C:11]2[CH:16]=[CH:15][C:14]([OH:17])=[C:13]([OH:18])[CH:12]=2)[CH2:6]1)[CH2:3][CH3:4].[C:19]([O-:22])(=O)[CH3:20].[Na+].[C:24](OC(=O)C)(=[O:26])[CH3:25]>>[CH2:2]([N:5]1[CH2:10][CH2:9][CH2:8][CH:7]([C:11]2[CH:16]=[CH:15][C:14]([O:17][C:24](=[O:26])[CH3:25])=[C:13]([O:18][C:19](=[O:22])[CH3:20])[CH:12]=2)[CH2:6]1)[CH2:3][CH3:4] |f:0.1,2.3|. Procedure: A suspension of 3.5 g of N-propyl-3-(3',4'-dihydroxyphenyl)-piperidine hydrobromide in 40 ml of acetic acid anhydride was stirred with 3.5 g of sodium acetate for 3 hours at 20° C and the mixture was then filtered. The filtrate was evaporated to dryness and the residue was taken up in a water-ethyl acetate mixture. The mixture was made alkaline with sodium bicarbonate addition and the organic phase was recovered by decanting. The organic phase was washed with water, dried and evaporated to dryne...